From a dataset of the Open Reaction Database (ORD), a public repository of structured organic reaction records. describe an organic reaction: reactants, conditions, products, and yield The reactants are C(C)(=O)O (acetic acid), C=O (formaldehyde), C(C)(=O)[O-].[Na+] (sodium acetate), C(CCC)N1C(=NC(=C1)C1=CC=CC=C1)I (1-butyl-2-iodo-4-phenylimidazole). The solvent is O (water). Conditions: temperature 115 celsius, time 10 hour. Yields the product C(CCC)N1C(=NC(=C1CO)C1=CC=CC=C1)I (1-butyl-5-hydroxymethyl-2-iodo-4-phenylimidazole). RXN SMILES: [CH2:1]([N:5]1[CH:9]=[C:8]([C:10]2[CH:15]=[CH:14][CH:13]=[CH:12][CH:11]=2)[N:7]=[C:6]1[I:16])[CH2:2][CH2:3][CH3:4].[C:17](O)(=[O:19])C.C=O.C([O-])(=O)C.[Na+]>O>[CH2:1]([N:5]1[C:9]([CH2:17][OH:19])=[C:8]([C:10]2[CH:11]=[CH:12][CH:13]=[CH:14][CH:15]=2)[N:7]=[C:6]1[I:16])[CH2:2][CH2:3][CH3:4] |f:3.4|. Procedure details: To a 60 ml sealed flask is added 1-butyl-2-iodo-4-phenylimidazole (3.26 g, 10 mmol) followed by the addition of 5.5 ml of acetic acid, 16 ml of 37% formaldehyde and 7 g of sodium acetate. The resulting mixture is stirred at 115° C. for 10 h, cooled to room temperature and diluted 50 ml of water. The reaction mixture is adjusted to pH=9, extracted with ethyl acetate, washed with water and brine, dried over Na2SO4, filtered and evaporated. Purification by silica gel chromatography (hexanes/ethyl a... The reactants are C1N2CN3CN1CN(C2)C3 (HMTA), C1CCC2=NCCCN2CC1 (DBU), COC(CCC1=C(C=C(C=C1)F)CC1C2CCC(C1C=1OCC(N1)C(NCCCCCCCCC)=O)O2)=O (3-{4-Fluoro-2-[3-(4-nonylcarbamoyl-4,5-dihydro-oxazol-2-yl)-7-oxa-bicyclo[2.2.1]hept-2-ylmethyl]-phenyl}-propionic acid methyl ester). The reagents and catalysts are [Cu](Br)Br (Copper bromide). Run in ClCCl (dichloromethane), ClCCl (dichloromethane). Conditions: time 15 minute. Product: COC(CCC1=C(C=C(C=C1)F)CC1C2CCC(C1C=1OC=C(N1)C(NCCCCCCCCC)=O)O2)=O (3-{4-Fluoro-2-[3-(4-nonylcarbamoyl-oxazol-2-yl)-7-oxa-bicyclo[2.2.1]hept-2-ylmethyl]-phenyl}-propionic acid methyl ester). RXN SMILES: C1N2CN3CN(C2)CN1C3.C1CCN2C(=NCCC2)CC1.[CH3:22][O:23][C:24](=[O:59])[CH2:25][CH2:26][C:27]1[CH:32]=[CH:31][C:30]([F:33])=[CH:29][C:28]=1[CH2:34][CH:35]1[CH:40]([C:41]2[O:42][CH2:43][CH:44]([C:46](=[O:57])[NH:47][CH2:48][CH2:49][CH2:50][CH2:51][CH2:52][CH2:53][CH2:54][CH2:55][CH3:56])[N:45]=2)[CH:39]2[O:58][CH:36]1[CH2:37][CH2:38]2>ClCCl.[Cu](Br)Br>[CH3:22][O:23][C:24](=[O:59])[CH2:25][CH2:26][C:27]1[CH:32]=[CH:31][C:30]([F:33])=[CH:29][C:28]=1[CH2:34][CH:35]1[CH:40]([C:41]2[O:42][CH:43]=[C:44]([C:46](=[O:57])[NH:47][CH2:48][CH2:49][CH2:50][CH2:51][CH2:52][CH2:53][CH2:54][CH2:55][CH3:56])[N:45]=2)[CH:39]2[O:58][CH:36]1[CH2:37][CH2:38]2. Procedure: To a suspension of Copper bromide (6.27 g, 28.08 mmol) in dichloromethane (90 mL), under nitrogen atmosphere and in a water bath, was added HMTA (3.94 g, 28.08 mmol) followed by DBU (4.17 mL, 28.08 mmol) and the resulting mixture was stirred for 15 minutes. Then, a solution of (3-{4-Fluoro-2-[3-(4-nonylcarbamoyl-4,5-dihydro-oxazol-2-yl)-7-oxa-bicyclo[2.2.1]hept-2-ylmethyl]-phenyl}-propionic acid methyl ester (3.72 g, 7.02 mmol) in dichloromethane (40 ml) was added and the resulting mixture was s... The reactants are BrCC([C@H]1CC[C@H]2[C@@H]3CC[C@H]4CC(CC[C@]4(C)[C@H]3C(C[C@]12C)=O)=O)=O (21-Bromo-5α-pregnane-3,11,20-trione), O1CCN(CC1)CC(=S)O (morpholino thioacetic acid). Run in CC(=O)C (acetone). Yields the product O1CCN(CC1)CC(=O)SCC([C@H]1CC[C@H]2[C@@H]3CC[C@H]4CC(CC[C@]4(C)[C@H]3C(C[C@]12C)=O)=O)=O (21-morpholinoacetylthio-5α-pregnane-3,11,20-trione). RXN SMILES: Br[CH2:2][C:3](=[O:25])[C@@H:4]1[C@:21]2([CH3:22])[C@H:7]([C@H:8]3[C@H:18]([C:19](=[O:23])[CH2:20]2)[C@:16]2([CH3:17])[C@H:11]([CH2:12][C:13](=[O:24])[CH2:14][CH2:15]2)[CH2:10][CH2:9]3)[CH2:6][CH2:5]1.[O:26]1[CH2:31][CH2:30][N:29]([CH2:32][C:33]([OH:35])=[S:34])[CH2:28][CH2:27]1>CC(C)=O>[O:26]1[CH2:31][CH2:30][N:29]([CH2:32][C:33]([S:34][CH2:2][C:3](=[O:25])[C@@H:4]2[C@:21]3([CH3:22])[C@H:7]([C@H:8]4[C@H:18]([C:19](=[O:23])[CH2:20]3)[C@:16]3([CH3:17])[C@H:11]([CH2:12][C:13](=[O:24])[CH2:14][CH2:15]3)[CH2:10][CH2:9]4)[CH2:6][CH2:5]2)=[O:35])[CH2:28][CH2:27]1. Procedure: 21-Bromo-5α-pregnane-3,11,20-trione (1.04 g.) was refluxed in dry acetone (100 ml) with morpholino thioacetic acid (600 mg) for 15 minutes. The reaction mixture was concentrated, partitioned between ethyl acetate, water, pH 8, the organic layer was washed, dried (MgSO4) and evaporated to an off white solid (1.26g.)